Task: describe an organic reaction: reactants, conditions, products, and yield. Dataset: the Open Reaction Database (ORD), a public repository of structured organic reaction records Reactants: CCC(=CC(=O)OC)c1cc(F)cc(O[Si](C)(C)C(C)(C)C)c1F, CO. Yields the product CCC(CC(=O)OC)c1cc(F)cc(O[Si](C)(C)C(C)(C)C)c1F. As a reaction SMILES: [C:1]([CH3:2])([CH3:3])([CH3:4])[Si:5]([O:6][c:7]1[c:8]([F:22])[c:9]([C:14](=[CH:15][C:16](=[O:17])[O:18][CH3:19])[CH2:20][CH3:21])[cH:10][c:11]([F:13])[cH:12]1)([CH3:23])[CH3:24].[CH3:25][OH:26]>>[C:1]([CH3:2])([CH3:3])([CH3:4])[Si:5]([O:6][c:7]1[c:8]([F:22])[c:9]([CH:14]([CH2:15][C:16](=[O:17])[O:18][CH3:19])[CH2:20][CH3:21])[cH:10][c:11]([F:13])[cH:12]1)([CH3:23])[CH3:24]. The reactants are CCCC[P+](CCCC)(CCCC)CCCC, [Cl-], C[Si](Cl)(Cl)CCl, Cl[SiH](Cl)Cl. The product is C[Si](Cl)(Cl)C[Si](Cl)(Cl)Cl. Reaction SMILES: [CH2:12]([P+:13]([CH2:14][CH2:15][CH2:16][CH3:17])([CH2:18][CH2:19][CH2:20][CH3:21])[CH2:22][CH2:23][CH2:24][CH3:25])[CH2:26][CH2:27][CH3:28].[Cl-:11].[Cl:1][CH2:2][Si:3]([Cl:4])([Cl:5])[CH3:6].[Cl:7][SiH:8]([Cl:9])[Cl:10]>>[CH2:2]([Si:3]([Cl:4])([Cl:5])[CH3:6])[Si:8]([Cl:7])([Cl:9])[Cl:10]. Reactants: C(CO)(=O)O (glycolic acid), C(C(C)C)(=O)O (isobutyric acid), C(CO)(=O)[O-] (glycolate). Conditions: time 23 hour. The product is C(C=O)(=O)[O-] (glyoxylate), C(=O)[O-] (formate), C(C(=O)[O-])(=O)[O-] (oxalate). Reaction SMILES: [C:1]([OH:5])(=[O:4])[CH2:2][OH:3].[C:6]([OH:11])(=[O:10])C(C)C.[C:12]([O-:16])(=[O:15])[CH2:13][OH:14]>>[C:1]([O-:5])(=[O:4])[CH:2]=[O:3].[CH:6]([O-:11])=[O:10].[C:13]([O-:3])(=[O:14])[C:12]([O-:16])=[O:15]. Procedure: The reaction in Example 6 was repeated, using an aqueous solution containing glycolic acid (0.50M), DEAMPA (0.525M), FMN (0.01 mM), isobutyric acid (HPLC internal standard, 0.10M), spinach glycolate oxidase (1.0 IU/mL), and soluble Aspergillus niger catalase (1,400 IU/mL) at pH 8.3. After 23 h, the HPLC yields of glyoxylate, formate, and oxalate were 95.3%, 3.9%, and 1.5%, respectively, and no glycolate remained. The remaining activities of glycolate oxidase and catalase were 12% and 100%, respe... Reactants: CCOc1c(Nc2ccccn2)c(=O)c1=O, NCCCCCCOc1ccc(Cl)cc1. The product is O=c1c(NCCCCCCOc2ccc(Cl)cc2)c(Nc2ccccn2)c1=O. As a reaction SMILES: [CH2:1]([O:2][c:4]1[c:5](=[O:16])[c:6](=[O:15])[c:7]1[NH:8][c:9]1[n:10][cH:11][cH:12][cH:13][cH:14]1)[CH3:3].[Cl:17][c:18]1[cH:19][cH:20][c:21]([O:22][CH2:23][CH2:24][CH2:25][CH2:26][CH2:27][CH2:28][NH2:29])[cH:30][cH:31]1>>[c:4]1([NH:29][CH2:28][CH2:27][CH2:26][CH2:25][CH2:24][CH2:23][O:22][c:21]2[cH:20][cH:19][c:18]([Cl:17])[cH:31][cH:30]2)[c:5](=[O:16])[c:6](=[O:15])[c:7]1[NH:8][c:9]1[n:10][cH:11][cH:12][cH:13][cH:14]1. Starting materials: C[O-], Clc1ccccc1, O=[N+]([O-])c1cccc([N+](=O)[O-])c1, [Na+]. The product is COc1cccc([N+](=O)[O-])c1. As a reaction SMILES: [CH3:13][O-:14].[Cl:16][c:17]1[cH:18][cH:19][cH:20][cH:21][cH:22]1.[N+:1](=[O:2])([O-:3])[c:4]1[cH:5][c:6]([N+:10]([O-:11])=[O:12])[cH:7][cH:8][cH:9]1.[Na+:15]>>[N+:1](=[O:2])([O-:3])[c:4]1[cH:5][c:6]([O:14][CH3:13])[cH:7][cH:8][cH:9]1. Starting materials: C(#N)C[C@@H]1C[C@@H](OC(O1)(C)C)CC(=O)N(C1=CC=CC=C1)C1=CC=CC=C1 ((4R-cis)-6-(cyanomethyl)-2,2-dimethyl-N,N-diphenyl-1,3-dioxane-4-acetamide), N (ammonia), [H][H] (hydrogen), [H][H] (hydrogen). Reagents/catalysts: [Ni] (Raney nickel). Solvent: CO (methanol). Run at temperature 20 celsius, time 3 hour. Yields the product NCC[C@@H]1C[C@@H](OC(O1)(C)C)CC(=O)N(C1=CC=CC=C1)C1=CC=CC=C1 ((4R-cis)-6-(2-aminoethyl)-2,2-dimethyl-N,N-diphenyl-1,3-dioxane-4-acetamide). Yield: 95.5%. As a reaction SMILES: [C:1]([CH2:3][C@H:4]1[O:9][C:8]([CH3:11])([CH3:10])[O:7][C@@H:6]([CH2:12][C:13]([N:15]([C:22]2[CH:27]=[CH:26][CH:25]=[CH:24][CH:23]=2)[C:16]2[CH:21]=[CH:20][CH:19]=[CH:18][CH:17]=2)=[O:14])[CH2:5]1)#[N:2].N.[H][H]>CO.[Ni]>[NH2:2][CH2:1][CH2:3][C@H:4]1[O:9][C:8]([CH3:11])([CH3:10])[O:7][C@@H:6]([CH2:12][C:13]([N:15]([C:16]2[CH:21]=[CH:20][CH:19]=[CH:18][CH:17]=2)[C:22]2[CH:27]=[CH:26][CH:25]=[CH:24][CH:23]=2)=[O:14])[CH2:5]1. Reported procedure: A solution of (4R-cis)-6-(cyanomethyl)-2,2-dimethyl-N,N-diphenyl-1,3-dioxane-4-acetamide (10.0 g, 0.027 mol) in methanol (150 mL) containing anhydrous ammonia (2.25 g) is reacted with hydrogen gas in a Parr shaker at 30° C. in the presence of a slurry of Raney nickel A-7000 (3.8 g). After 3 hours, uptake of hydrogen has ceased, the mixture is cooled to 20° C., the atmosphere is vented and exchanged for nitrogen, the slurry is filtered through celite, and concentrated at reduced pressure to give ... Starting materials: C(CCC)[Li] (n-butyl-lithium), II (iodine), [Cl-].[NH4+] (ammonium chloride), COCOC1=CC=CC2=CC=C(C=C12)OCOC (1,7-bis-methoxymethoxy-naphthalene). The solvent is CCCCCC (hexane), C1CCOC1 (THF), C1CCOC1 (THF). Run at time 8 hour. Yields the product IC=1C(=CC=C2C=CC=C(C12)OC)OC (8-iodo-1,7-bis-methoxy-naphthalene). Isolated yield 47.4%. Reaction SMILES: CO[CH2:3][O:4][C:5]1[C:14]2[C:9](=[CH:10][CH:11]=[C:12]([O:15][CH2:16]OC)[CH:13]=2)[CH:8]=[CH:7][CH:6]=1.C([Li])CCC.[I:24]I.[Cl-].[NH4+]>C1COCC1.CCCCCC>[I:24][C:13]1[C:12]([O:15][CH3:16])=[CH:11][CH:10]=[C:9]2[C:14]=1[C:5]([O:4][CH3:3])=[CH:6][CH:7]=[CH:8]2 |f:3.4|. Reported procedure: 1.2 g of 1,7-bis-methoxymethoxy-naphthalene are dissolved in 9 ml of THF and cooled to -78°. 3.13 ml of a 1.6M n-butyl-lithium solution in hexane are added dropwise thereto and the mixture is stirred at room temperature overnight. Subsequently, it is again cooled to -78° and a solution of 1.25 g of iodine in 3.4 ml of THF is added dropwise. The mixture is warmed to room temperature and 10 ml of saturated ammonium chloride solution are added. The organic solvents are evaporated on a rotary evapor...